describe an organic reaction: reactants, conditions, products, and yield From a dataset of the Open Reaction Database (ORD), a public repository of structured organic reaction records. Procedure details: step 2—A sealed tube containing 100 (150 mg, 0.36 mmol), 2-benzyloxy-pyridin-3-yl boronic acid (125 mg, 0.56 mmol), Na2CO3 (116 mg, 1.1 mmol) and Pd(PPh3)4 (42 mg, 0.036 mmol) in a mixture of MeOH (1.5 mL) and DCM (0.5 mL) was irradiated on a microwave synthesizer at 100° C. for 30 min. The reaction mixture was diluted with DCM, filtered through a pad of CELITE, and the filtrate was concentrated. The crude residue was purified on a preparative SiO2 TLC plate developed with 50% EtOAc/hexanes to a... The solvent is C(Cl)Cl (DCM), CO (MeOH), C(Cl)Cl (DCM). Reaction SMILES: [CH2:1]([O:3][C:4]([C@H:6]1[CH2:10][CH2:9][C:8](=[O:11])[N:7]1[CH2:12][C:13]1[CH:18]=[C:17]([O:19][CH3:20])[C:16]([C:21]([CH3:24])([CH3:23])[CH3:22])=[CH:15][C:14]=1Br)=[O:5])[CH3:2].[CH2:26]([O:33][C:34]1[C:39](B(O)O)=[CH:38][CH:37]=[CH:36][N:35]=1)[C:27]1[CH:32]=[CH:31][CH:30]=[CH:29][CH:28]=1.C([O-])([O-])=O.[Na+].[Na+]>CO.C(Cl)Cl.C1C=CC([P]([Pd]([P](C2C=CC=CC=2)(C2C=CC=CC=2)C2C=CC=CC=2)([P](C2C=CC=CC=2)(C2C=CC=CC=2)C2C=CC=CC=2)[P](C2C=CC=CC=2)(C2C=CC=CC=2)C2C=CC=CC=2)(C2C=CC=CC=2)C2C=CC=CC=2)=CC=1>[CH2:1]([O:3][C:4]([C@H:6]1[CH2:10][CH2:9][C:8](=[O:11])[N:7]1[CH2:12][C:13]1[CH:18]=[C:17]([O:19][CH3:20])[C:16]([C:21]([CH3:24])([CH3:23])[CH3:22])=[CH:15][C:14]=1[C:39]1[C:34]([O:33][CH2:26][C:27]2[CH:28]=[CH:29][CH:30]=[CH:31][CH:32]=2)=[N:35][CH:36]=[CH:37][CH:38]=1)=[O:5])[CH3:2] |f:2.3.4,^1:57,59,78,97|. Starting materials: C(C)OC(=O)[C@@H]1N(C(CC1)=O)CC1=C(C=C(C(=C1)OC)C(C)(C)C)Br ((R)-1-[2-bromo-4-tert-butyl-5-methoxy-benzyl]-5-oxo-pyrrolidine-2-carboxylic acid ethyl ester), C(C1=CC=CC=C1)OC1=NC=CC=C1B(O)O (2-benzyloxy-pyridin-3-yl boronic acid), C(=O)([O-])[O-].[Na+].[Na+] (Na2CO3). The yield is 75.3%. Yields the product C(C)OC(=O)[C@@H]1N(C(CC1)=O)CC1=C(C=C(C(=C1)OC)C(C)(C)C)C=1C(=NC=CC1)OCC1=CC=CC=C1 ((R)-1-[2-(2-benzyloxy-pyridin-3-yl)-4-tert-butyl-5-methoxy-benzyl]-5-oxo-pyrrolidine-2-carboxylic acid ethyl ester). Reagents/catalysts: C=1C=CC(=CC1)[P](C=2C=CC=CC2)(C=3C=CC=CC3)[Pd]([P](C=4C=CC=CC4)(C=5C=CC=CC5)C=6C=CC=CC6)([P](C=7C=CC=CC7)(C=8C=CC=CC8)C=9C=CC=CC9)[P](C=1C=CC=CC1)(C=1C=CC=CC1)C=1C=CC=CC1 (Pd(PPh3)4). Conditions: time 8 hour. Yields the product BrC=1C=CC(=NC1)C(=O)NC (5-Bromo-N-methyl-2-pyridinecarboxamide). Isolated yield 50.5%. The reactants are BrC=1C=CC(=NC1)C(=O)O (5-Bromo-2-pyridinecarboxylic acid), Cl.CN (methylamine hydrochloride), C(CCl)Cl (EDC), C=1C=CC2=C(C1)N=NN2O (HOBT). The solvent is CN(C)C=O (DMF), CCN(CC)CC (Et3N), O (water). Procedure: 5-Bromo-2-pyridinecarboxylic acid (D10) (1 g) was dissolved in dry DMF (50 ml) and treated with methylamine hydrochloride (0.42 g), EDC (1.2 g), HOBT (0.56 g) and Et3N (2.4 ml). The reaction was stirred at rt overnight then poured into water (200 ml) and extracted with DCM (50 ml). The organic extract was washed with brine (5×50 ml), dried (magnesium sulfate) and evaporated to give the title compound (D11) as a yellow crystalline solid (0.45 g). LCMS electrospray (+ve) 349 (MH+). RXN SMILES: [Br:1][C:2]1[CH:3]=[CH:4][C:5]([C:8]([OH:10])=O)=[N:6][CH:7]=1.Cl.CN.C(Cl)CCl.C1C=CC2N(O)N=[N:24][C:22]=2C=1>CN(C=O)C.O.CCN(CC)CC>[Br:1][C:2]1[CH:3]=[CH:4][C:5]([C:8]([NH:24][CH3:22])=[O:10])=[N:6][CH:7]=1 |f:1.2|. Reported procedure: The compound (27.3 mg) obtained in Example 11-14 was dissolved in methanol (1.37 ml) and added with sodium cyanoborohydride (9.0 mg) and 1-methyl-2-imidazole carboxaldehyde (11.8 mg). The solution was adjusted to pH 4 by addition of acetic acid, followed by stirring at room temperature for 3 hours. Then, the reaction solution was concentrated under reduced pressure. The residue was dissolved in chloroform, washed with a saturated aqueous sodium hydrogen carbonate solution, and dried with anhydro... The solvent is CO (methanol). The yield is 92.5%. RXN SMILES: [NH:1]1[CH:5]=[CH:4][N:3]=[C:2]1[CH2:6][NH:7][CH2:8][C:9]1[CH:17]=[C:16]2[C:12]([CH:13]=[C:14]([CH2:18][CH2:19][CH2:20][CH2:21][N:22]([CH2:26][CH2:27][CH3:28])[CH2:23][CH2:24][CH3:25])[CH2:15]2)=[CH:11][CH:10]=1.C([BH3-])#N.[Na+].[CH3:33][N:34]1[CH:38]=[CH:37][N:36]=[C:35]1[CH:39]=O.C(O)(=O)C>CO>[NH:1]1[CH:5]=[CH:4][N:3]=[C:2]1[CH2:6][N:7]([CH2:8][C:9]1[CH:17]=[C:16]2[C:12]([CH:13]=[C:14]([CH2:18][CH2:19][CH2:20][CH2:21][N:22]([CH2:26][CH2:27][CH3:28])[CH2:23][CH2:24][CH3:25])[CH2:15]2)=[CH:11][CH:10]=1)[CH2:39][C:35]1[N:34]([CH3:33])[CH:38]=[CH:37][N:36]=1 |f:1.2|. Reactants: C(C)(=O)O (acetic acid), C(#N)[BH3-].[Na+] (sodium cyanoborohydride), CN1C(=NC=C1)C=O (1-methyl-2-imidazole carboxaldehyde), N1C(=NC=C1)CNCC1=CC=C2C=C(CC2=C1)CCCCN(CCC)CCC ([4-(6-{[(1H-imidazol-2-ylmethyl)-amino]-methyl}-1H-inden-2-yl)-butyl]-dipropyl-amine). Product: N1C(=NC=C1)CN(CC=1N(C=CN1)C)CC1=CC=C2C=C(CC2=C1)CCCCN(CCC)CCC ([4-(6-{[(1H-imidazol-2-ylmethyl)-(1-methyl-1H-imidazol-2-ylmethyl)-amino]-methyl}-1H-inden-2-yl)-butyl]-dipropyl-amine). Run at time 3 hour. Reported procedure: 83.5 g (0.5 mol) of 4-nitrobenzoic acid, 33.0 g (0.55 mol) of urea and 0.5 g of phosphorous acid are heated in 250 ml of diisopropylnaphthalene with stirring at from 150° to 158° C. for 8 h. After cooling the batch to 25° C. the solid is filtered off with suction and washed with 50 ml of diisopropylnaphthalene. The filter cake is introduced into 250 ml of water, and the mixture is adjusted to a pH of 12 using aqueous sodium hydroxide solution and is stirred at 25° C. for 30 min. Subsequently the... The product is [N+](=O)([O-])C1=CC=C(C(=O)N)C=C1 (4-nitrobenzamide). The reagents and catalysts are P(O)(O)O (phosphorous acid). Reaction SMILES: [N+:1]([C:4]1[CH:12]=[CH:11][C:7]([C:8](O)=[O:9])=[CH:6][CH:5]=1)([O-:3])=[O:2].[NH2:13]C(N)=O>C(C1C=CC2C(=CC=CC=2)C=1C(C)C)(C)C.P(O)(O)O>[N+:1]([C:4]1[CH:12]=[CH:11][C:7]([C:8]([NH2:13])=[O:9])=[CH:6][CH:5]=1)([O-:3])=[O:2]. The yield is 98.0%. Conditions: temperature 25 celsius, time 8 hour. The reactants are [N+](=O)([O-])C1=CC=C(C(=O)O)C=C1 (4-nitrobenzoic acid), NC(=O)N (urea). Solvent: C(C)(C)C1=C(C2=CC=CC=C2C=C1)C(C)C (diisopropylnaphthalene). Starting materials: BrCC1CCCCC1, O=C1C(=O)c2ccccc2C2=C1SCC1(CCNCC1)O2. Product: O=C1C(=O)c2ccccc2C2=C1SCC1(CCN(CC3CCCCC3)CC1)O2. Reaction SMILES: [Br:22][CH2:23][CH:24]1[CH2:25][CH2:26][CH2:27][CH2:28][CH2:29]1.[NH:1]1[CH2:2][CH2:3][C:4]2([CH2:5][S:6][C:7]3=[C:8]([O:9]2)[c:10]2[cH:11][cH:12][cH:13][cH:14][c:15]2[C:16](=[O:19])[C:17]3=[O:18])[CH2:20][CH2:21]1>>[N:1]1([CH2:23][CH:24]2[CH2:25][CH2:26][CH2:27][CH2:28][CH2:29]2)[CH2:2][CH2:3][C:4]2([CH2:5][S:6][C:7]3=[C:8]([O:9]2)[c:10]2[cH:11][cH:12][cH:13][cH:14][c:15]2[C:16](=[O:19])[C:17]3=[O:18])[CH2:20][CH2:21]1. Starting materials: CC1(C)Cc2cc(COc3ccc(N)cc3)ccc2O1, CON(C)C(=O)Cl, c1ccncc1. RXN SMILES: [CH3:1][C:2]1([CH3:20])[O:3][c:4]2[c:5]([cH:7][c:8]([CH2:11][O:12][c:13]3[cH:14][cH:15][c:16]([NH2:17])[cH:18][cH:19]3)[cH:9][cH:10]2)[CH2:6]1.[CH3:21][O:22][N:23]([C:24](=[O:25])[Cl:26])[CH3:27].[cH:28]1[cH:29][cH:30][n:31][cH:32][cH:33]1>>[CH3:1][C:2]1([CH3:20])[O:3][c:4]2[c:5]([cH:7][c:8]([CH2:11][O:12][c:13]3[cH:14][cH:15][c:16]([NH:17][C:24]([N:23]([O:22][CH3:21])[CH3:27])=[O:25])[cH:18][cH:19]3)[cH:9][cH:10]2)[CH2:6]1. Yields the product CON(C)C(=O)Nc1ccc(OCc2ccc3c(c2)CC(C)(C)O3)cc1. Starting materials: C1(=CC=CC=C1)OC(NC1=CC=C(C=C1)C1=NC(=CC(=N1)C1=C(C=CC(=C1)F)S(=O)(=O)C)N1[C@H](COCC1)C)=O ((S)-phenyl(4-(4-(5-fluoro-2-(methylsulfonyl)phenyl)-6-(3-methylmorpholino)pyrimidin-2-yl)phenyl)carbamate), C1(=CC=CC=C1)OC(NC1=CC=C(C=C1)C1=NC(=CC(=N1)C1=C(C=CC(=C1)F)S(=O)(=O)C)N1[C@H](COCC1)C)=O ((S)-phenyl(4-(4-(5-fluoro-2-(methylsulfonyl)phenyl)-6-(3-methylmorpholino)pyrimidin-2-yl)phenyl)carbamate), C1(CC1)N (cyclopropyl amine). Yields the product C1(CC1)NC(=O)NC1=CC=C(C=C1)C1=NC(=CC(=N1)C1=C(C=CC(=C1)F)S(=O)(=O)C)N1[C@H](COCC1)C ((S)-1-cyclopropyl-3-(4-(4-(5-fluoro-2-(methylsulfonyl)phenyl)-6-(3-methylmorpholino)pyrimidin-2-yl)phenyl)urea). As a reaction SMILES: C1([O:7][C:8](=O)[NH:9][C:10]2[CH:15]=[CH:14][C:13]([C:16]3[N:21]=[C:20]([C:22]4[CH:27]=[C:26]([F:28])[CH:25]=[CH:24][C:23]=4[S:29]([CH3:32])(=[O:31])=[O:30])[CH:19]=[C:18]([N:33]4[CH2:38][CH2:37][O:36][CH2:35][C@@H:34]4[CH3:39])[N:17]=3)=[CH:12][CH:11]=2)C=CC=CC=1.[CH:41]1([NH2:44])[CH2:43][CH2:42]1>>[CH:41]1([NH:44][C:8]([NH:9][C:10]2[CH:15]=[CH:14][C:13]([C:16]3[N:21]=[C:20]([C:22]4[CH:27]=[C:26]([F:28])[CH:25]=[CH:24][C:23]=4[S:29]([CH3:32])(=[O:30])=[O:31])[CH:19]=[C:18]([N:33]4[CH2:38][CH2:37][O:36][CH2:35][C@@H:34]4[CH3:39])[N:17]=3)=[CH:12][CH:11]=2)=[O:7])[CH2:43][CH2:42]1. Procedure details: Method as for example 58 using (S)-phenyl(4-(4-(5-fluoro-2-(methylsulfonyl)phenyl)-6-(3-methylmorpholino)pyrimidin-2-yl)phenyl)carbamate (intermediate 34) and cyclopropyl amine as starting materials. The solvent removed in vacuo and the crude material purified by prep HPLC at low pH to yield the title compound. The reactants are CC(O)=S, C1CCOC1, Cc1cc(F)ccc1-c1cc(N2CCC(O)CC2)ncc1N(C)C(=O)C(C)(C)c1cc(C(F)(F)F)cc(C(F)(F)F)c1, CCOC(=O)N=NC(=O)OCC, c1ccc(P(c2ccccc2)c2ccccc2)cc1. Product: CC(=S)OC1CCN(c2cc(-c3ccc(F)cc3C)c(N(C)C(=O)C(C)(C)c3cc(C(F)(F)F)cc(C(F)(F)F)c3)cn2)CC1. RXN SMILES: [C:74]([CH3:75])(=[S:76])[OH:77].[CH2:78]1[O:79][CH2:80][CH2:81][CH2:82]1.[F:32][C:33]([c:34]1[cH:35][c:36]([C:44]([C:45](=[O:46])[N:47]([CH3:48])[c:49]2[c:50](-[c:62]3[c:63]([CH3:69])[cH:64][c:65]([F:68])[cH:66][cH:67]3)[cH:51][c:52]([N:55]3[CH2:56][CH2:57][CH:58]([OH:61])[CH2:59][CH2:60]3)[n:53][cH:54]2)([CH3:70])[CH3:71])[cH:37][c:38]([C:40]([F:41])([F:42])[F:43])[cH:39]1)([F:72])[F:73].[O:20]=[C:21]([O:22][CH2:23][CH3:24])[N:25]=[N:26][C:27]([O:28][CH2:29][CH3:30])=[O:31].[c:1]1([P:2]([c:3]2[cH:4][cH:5][cH:6][cH:7][cH:8]2)[c:9]2[cH:10][cH:11][cH:12][cH:13][cH:14]2)[cH:15][cH:16][cH:17][cH:18][cH:19]1>>[F:32][C:33]([c:34]1[cH:35][c:36]([C:44]([C:45](=[O:46])[N:47]([CH3:48])[c:49]2[c:50](-[c:62]3[c:63]([CH3:69])[cH:64][c:65]([F:68])[cH:66][cH:67]3)[cH:51][c:52]([N:55]3[CH2:56][CH2:57][CH:58]([O:61][C:74]([CH3:75])=[S:76])[CH2:59][CH2:60]3)[n:53][cH:54]2)([CH3:70])[CH3:71])[cH:37][c:38]([C:40]([F:41])([F:42])[F:43])[cH:39]1)([F:72])[F:73].